From a dataset of the Open Reaction Database (ORD), a public repository of structured organic reaction records. describe an organic reaction: reactants, conditions, products, and yield Starting materials: O=C(n1ccnc1)n1ccnc1, O=C([O-])O, C1CCOC1, CCOC(C)=O, COc1cc(C=CC(=O)N2CC(C=NO)C(c3ccccc3)C2)ccc1-n1cnc(C)c1, [Na+]. Yields the product COc1cc(C=CC(=O)N2CC(C#N)C(c3ccccc3)C2)ccc1-n1cnc(C)c1. As a reaction SMILES: [C:38]([n:39]1[cH:40][cH:41][n:42][cH:43]1)([n:44]1[cH:45][cH:46][n:47][cH:48]1)=[O:49].[C:50](=[O:51])([OH:52])[O-:53].[CH2:1]1[O:2][CH2:3][CH2:4][CH2:5]1.[CH3:55][CH2:56][O:57][C:58](=[O:59])[CH3:60].[CH3:6][O:7][c:8]1[cH:9][c:10]([CH:20]=[CH:21][C:22](=[O:23])[N:24]2[CH2:25][CH:26]([CH:35]=[N:36][OH:37])[CH:27]([c:29]3[cH:30][cH:31][cH:32][cH:33][cH:34]3)[CH2:28]2)[cH:11][cH:12][c:13]1-[n:14]1[cH:15][n:16][c:17]([CH3:19])[cH:18]1.[Na+:54]>>[CH3:6][O:7][c:8]1[cH:9][c:10]([CH:20]=[CH:21][C:22](=[O:23])[N:24]2[CH2:25][CH:26]([C:35]#[N:36])[CH:27]([c:29]3[cH:30][cH:31][cH:32][cH:33][cH:34]3)[CH2:28]2)[cH:11][cH:12][c:13]1-[n:14]1[cH:15][n:16][c:17]([CH3:19])[cH:18]1. The reactants are N[C@H](CO)C(=O)O (D-serine), C(C1=CC=CC=C1)=O (benzaldehyde). The product is C(C1=CC=CC=C1)N[C@H](CO)C(=O)O (N-Benzyl-D-serine), solid. The yield is 88.0%. As a reaction SMILES: [NH2:1][C@@H:2]([C:5]([OH:7])=[O:6])[CH2:3][OH:4].[CH:8](=O)[C:9]1[CH:14]=[CH:13][CH:12]=[CH:11][CH:10]=1>>[CH2:8]([NH:1][C@@H:2]([C:5]([OH:7])=[O:6])[CH2:3][OH:4])[C:9]1[CH:14]=[CH:13][CH:12]=[CH:11][CH:10]=1. Reported procedure: The title compound was prepared from D-serine and benzaldehyde according to Method W and was obtained as a white solid (88%) that was used crude. δH (DMSO-d6) 7.45-7.30 (5H, m), 4.04-3.91 (2H, m), 3.70-3.61 (3H, m), 3.17 (1H, t, J 5.8 Hz). Not all exchangeable protons were observed. The reactants are OC=1C=C(C(=O)O)C=C(N1)C (2-hydroxy-6-methylisonicotinic acid), C(C)O (ethanol), OS(=O)(=O)O (H2SO4). The solvent is C(=O)(O)[O-].[Na+] (NaHCO3). Yields the product OC=1C=C(C(=O)OCC)C=C(N1)C (Ethyl 2-hydroxy-6-methylisonicotinate). Reaction SMILES: [OH:1][C:2]1[CH:3]=[C:4]([CH:8]=[C:9]([CH3:11])[N:10]=1)[C:5]([OH:7])=[O:6].OS(O)(=O)=O.[CH2:17](O)[CH3:18]>C([O-])(O)=O.[Na+]>[OH:1][C:2]1[CH:3]=[C:4]([CH:8]=[C:9]([CH3:11])[N:10]=1)[C:5]([O:7][CH2:17][CH3:18])=[O:6] |f:3.4|. Reported procedure: 20.0 g (130.6 mmol) of 2-hydroxy-6-methylisonicotinic acid were dissolved in 200 ml of ethanol and treated with 20 ml of concentrated H2SO4. After the reaction mixture had been refluxed for two hours, it was freed from the solvent. The residue was taken up in saturated NaHCO3 solution and extracted three times with DCM. The combined organic phases were dried with Na2SO4 and concentrated, 20.1 g of the title compound being isolated. Reactants: C(C)(=O)O[C@@H]1[C@]2(C)[C@@H](CC1)[C@@H]1[C@@H](CC=3C=C(C=CC3[C@H]1CC2)OC2OCCCC2)CCCCCNC (17β-acetoxy-7α-(5-methylaminopentyl)-3-(tetrahydropyran-2-yloxy)-estra-1,3,5(10)-triene), [H-].[Na+] (sodium hydride), ClCCCC(CCC(C(F)(F)F)(F)F)SC(CCC(C(F)(F)F)(F)F)CCCCl (3-chloro-propyl-4,4,5,5,5-pentafluoropentylsulfide), C(C)(=O)OCC (ethyl acetate). Run in CN(C)C=O (DMF), CN(C)C=O (DMF). Run at temperature 80 celsius. Product: O1C(CCCC1)OC[C@@]12CCC[C@H]1[C@@H]1CCC=3C=CC=CC3[C@H]1CC2 (tetrahydropyran-2-yloxy-estra-1,3,5(10)-triene). As a reaction SMILES: C(O[C@H:5]1[CH2:10][CH2:9][C@H:8]2[C@H:11]3[C@H:20]([CH2:21][CH2:22][C@:6]12[CH3:7])[C:19]1[CH:18]=[CH:17][C:16](OC2CCCCO2)=[CH:15][C:14]=1[CH2:13][C@H:12]3CCCCCNC)(=O)C.[H-].[Na+].Cl[CH2:40]CCC(SC(CCCCl)CCC(F)(F)C(F)(F)F)CCC(F)(F)C(F)(F)F.[C:68]([O:71][CH2:72][CH3:73])(=[O:70])[CH3:69]>CN(C=O)C>[O:71]1[CH2:72][CH2:73][CH2:40][CH2:69][CH:68]1[O:70][CH2:7][C@:6]12[CH2:22][CH2:21][C@H:20]3[C@@H:11]([CH2:12][CH2:13][C:14]4[CH:15]=[CH:16][CH:17]=[CH:18][C:19]=43)[C@@H:8]1[CH2:9][CH2:10][CH2:5]2 |f:1.2|. Reported procedure: A solution of 1.64 g of 17β-acetoxy-7α-(5-methylaminopentyl)-3-(tetrahydropyran-2-yloxy)-estra-1,3,5(10)-triene in 25 ml of absolute DMF is stirred with 159 mg of 80% sodium hydride under nitrogen for 2 hours at room temperature. 1.43 g of 3-chloro-propyl-4,4,5,5,5-pentafluoropentylsulfide in 7 ml of absolute DMF is then added in drops and then stirred for 22 more hours at 80° C. The reaction solution is then diluted with ethyl acetate, washed with water, dried, concentrated by evaporation, and ... Reactants: COC(C(=O)C)OC (1,1-dimethoxyacetone), C(C=C)N (allylamine), [BH4-].[Na+] (sodium borohydride). The solvent is C(C)O (ethanol). Conditions: temperature 0 celsius, time 8 hour. Yields the product C(C=C)NC(C(OC)OC)C (Allyl-(1,1-dimethoxyprop-2-yl)-amine). Reaction SMILES: [CH3:1][O:2][CH:3]([O:7][CH3:8])[C:4]([CH3:6])=O.[CH2:9]([NH2:12])[CH:10]=[CH2:11].[BH4-].[Na+]>C(O)C>[CH2:9]([NH:12][CH:4]([CH3:6])[CH:3]([O:7][CH3:8])[O:2][CH3:1])[CH:10]=[CH2:11] |f:2.3|. Reported procedure: 20 g of molecular sieve are added to 12 g (0.1 mol) of 1,1-dimethoxyacetone in 100 ml of ethanol and 7 g (0.12 mol) of allylamine are then added dropwise. The mixture is allowed to stand overnight at room temperature, decanted from the molecular sieve and cooled in an ice-bath to 0° C., and 4 g (0.1 mol) of sodium borohydride are added in small portions. The mixture is stirred overnight at room temperature and concentrated, the residue is taken up in 100 ml of water, and the mixture is saturated... Conditions: time 8 hour. The reactants are Cl.NC1=NN2C(N(C(=C([C@H]2C2=CC=C(C=C2)C#N)C#N)C)C2=CC(=CC=C2)C(F)(F)F)=N1 ((7R)-2-amino-7-(4-cyanophenyl)-5-methyl-4-[3-(trifluoromethyl)phenyl]-4,7-dihydro[1,2,4]triazolo[1,5-a]pyrimidine-6-carbonitrile hydrochloride), O1N=CC=C1C(=O)Cl (isoxazol-5-carbonyl chloride). Run in N1=CC=CC=C1 (pyridine). As a reaction SMILES: Cl.[NH2:2][C:3]1[N:32]=[C:6]2[N:7]([C:22]3[CH:27]=[CH:26][CH:25]=[C:24]([C:28]([F:31])([F:30])[F:29])[CH:23]=3)[C:8]([CH3:21])=[C:9]([C:19]#[N:20])[C@@H:10]([C:11]3[CH:16]=[CH:15][C:14]([C:17]#[N:18])=[CH:13][CH:12]=3)[N:5]2[N:4]=1.[O:33]1[C:37]([C:38](Cl)=[O:39])=[CH:36][CH:35]=[N:34]1>N1C=CC=CC=1>[C:19]([C:9]1[C@@H:10]([C:11]2[CH:16]=[CH:15][C:14]([C:17]#[N:18])=[CH:13][CH:12]=2)[N:5]2[N:4]=[C:3]([NH:2][C:38]([C:37]3[O:33][N:34]=[CH:35][CH:36]=3)=[O:39])[N:32]=[C:6]2[N:7]([C:22]2[CH:27]=[CH:26][CH:25]=[C:24]([C:28]([F:29])([F:31])[F:30])[CH:23]=2)[C:8]=1[CH3:21])#[N:20] |f:0.1|. Procedure: Under an atmosphere of argon protective gas, (7R)-2-amino-7-(4-cyanophenyl)-5-methyl-4-[3-(trifluoromethyl)phenyl]-4,7-dihydro[1,2,4]triazolo[1,5-a]pyrimidine-6-carbonitrile hydrochloride (30 mg, 66 μmol) was dissolved in abs. pyridine (2 ml). At room temperature, isoxazol-5-carbonyl chloride (26 mg, 197 μmol, 3 eq.) was added, and the mixture was stirred overnight. Once HPLC showed substantial conversion, the reaction mixture was concentrated under reduced pressure and purified by preparative H... Yields the product C(#N)C1=C(N(C=2N([C@@H]1C1=CC=C(C=C1)C#N)N=C(N2)NC(=O)C2=CC=NO2)C2=CC(=CC=C2)C(F)(F)F)C (N-{(7R)-6-Cyano-7-(4-cyanophenyl)-5-methyl-4-[3-(trifluoromethyl)phenyl]-4,7-dihydro[1,2,4]triazolo[1,5-a]pyrimidin-2-yl}isoxazole-5-carboxamide). Starting materials: C(C1=CC=CC=C1)OC1=C(C=CC(=C1)I)N1CC(N(S1(=O)=O)CC[Si](C)(C)C)=O (5-(2-benzyloxy-4-iodophenyl)-1,1-dioxo-2-(2-trimethylsilanylethyl)-1,2,5-thiadiazolidin-3-one), C(C(=C)C)(=O)OC(C)(C)C (t-butyl methacrylate). Yields the product C(C)(C)(C)OC(C(CC1=CC(=C(C=C1)N1S(NC(C1)=O)(=O)=O)O)C)=O (3-[3-Hydroxy-4-(1,1,4-trioxo-1,2,5-thiadiazolidin-2-yl)-phenyl]-2-methylpropionic Acid Tert-butyl Ester). Reaction SMILES: C([O:8][C:9]1[CH:14]=[C:13](I)[CH:12]=[CH:11][C:10]=1[N:16]1[S:20](=[O:22])(=[O:21])[N:19](CC[Si](C)(C)C)[C:18](=[O:29])[CH2:17]1)C1C=CC=CC=1.[C:30]([O:35][C:36]([CH3:39])([CH3:38])[CH3:37])(=[O:34])[C:31]([CH3:33])=[CH2:32]>>[C:36]([O:35][C:30](=[O:34])[CH:31]([CH3:33])[CH2:32][C:13]1[CH:12]=[CH:11][C:10]([N:16]2[CH2:17][C:18](=[O:29])[NH:19][S:20]2(=[O:21])=[O:22])=[C:9]([OH:8])[CH:14]=1)([CH3:39])([CH3:38])[CH3:37]. Reported procedure: The title compound is prepared from 5-(2-benzyloxy-4-iodophenyl)-1,1-dioxo-2-(2-trimethylsilanylethyl)-1,2,5-thiadiazolidin-3-one and t-butyl methacrylate analogous to Example 133 with the modification that the TMS-ethyl group is removed after the Heck reaction. Solvent: C(C)(=O)O (acetic acid). Procedure details: A suspension of phthalimidoacetonitrile (6.01 g, 0.03 mole) in glacial acetic acid (16 ml) was heated to 60° C. with stirring; 2,6-dimethylheptan-2-ol (4.64 g, 0.03 mole) was then added followed dropwise by concentrated sulphuric acid (4.4 ml, 0.08 mole). The temperature rapidly rose to 20° and was controlled at this temperature during the addition. When the addition was complete the solution was stirred for 5 minutes and then added slowly to a mixture of ice and water (350 g). The precipitated ... The reactants are O (water), C1(C=2C(C(N1CC#N)=O)=CC=CC2)=O (phthalimidoacetonitrile), S(O)(O)(=O)=O (sulphuric acid), CC(C)(CCCC(C)C)O (2,6-dimethylheptan-2-ol). The product is C1(C=2C(C(N1CC(=O)NC(CCCC(C)C)(C)C)=O)=CC=CC2)=O (2-phthalimido-N-(1,1,5-trimethylhexyl)acetamide). Reaction SMILES: [C:1]1(=[O:14])[N:5]([CH2:6][C:7]#[N:8])[C:4](=[O:9])[C:3]2=[CH:10][CH:11]=[CH:12][CH:13]=[C:2]12.[CH3:15][C:16](O)([CH2:18][CH2:19][CH2:20][CH:21]([CH3:23])[CH3:22])[CH3:17].S(=O)(=O)(O)[OH:26].O>C(O)(=O)C>[C:4]1(=[O:9])[N:5]([CH2:6][C:7]([NH:8][C:16]([CH3:17])([CH3:15])[CH2:18][CH2:19][CH2:20][CH:21]([CH3:23])[CH3:22])=[O:26])[C:1](=[O:14])[C:2]2=[CH:13][CH:12]=[CH:11][CH:10]=[C:3]12. Conditions: temperature 60 celsius. Reactants: O=Cc1ccc(O)c(Br)c1, CN(C)C=O, ClCc1ccccc1, Cl, [H-], [Na+]. Product: O=Cc1ccc(OCc2ccccc2)c(Br)c1. As a reaction SMILES: [Br:1][c:2]1[cH:3][c:4]([CH:5]=[O:6])[cH:7][cH:8][c:9]1[OH:10].[CH3:22][N:23]([CH3:24])[CH:25]=[O:26].[Cl:13][CH2:14][c:15]1[cH:16][cH:17][cH:18][cH:19][cH:20]1.[ClH:21].[H-:12].[Na+:11]>>[Br:1][c:2]1[cH:3][c:4]([CH:5]=[O:6])[cH:7][cH:8][c:9]1[O:10][CH2:14][c:15]1[cH:16][cH:17][cH:18][cH:19][cH:20]1. Starting materials: NC1=C(C2=CC=CC(=C2C=C1)CN)S(=O)(=O)O (2-amino-1-sulpho-5-aminomethyl-naphthalene), C(C)(=O)[O-].[Na+] (sodium acetate), 46, OC1=CC(=CC2=CC(=CC(=C12)N)S(=O)(=O)O)S(=O)(=O)O (1-hydroxy-8-amino-3,6-disulphonaphthalene), C([O-])(O)=O.[Na+] (sodium bicarbonate), CaO, [OH-].[Na+] (sodium hydroxide). Product: S(=O)(C=1C(=CC=CC1)N)(=O)O (o-sulphanilic acid). As a reaction SMILES: [NH2:1][C:2]1[CH:11]=[CH:10][C:9]2[C:4](=CC=CC=2CN)[C:3]=1[S:14]([OH:17])(=[O:16])=[O:15].OC1C2C(=CC(S(O)(=O)=O)=CC=2N)C=C(S(O)(=O)=O)C=1.C([O-])(=O)C.[Na+].[OH-].[Na+].C(=O)(O)[O-].[Na+]>>[S:14]([OH:17])(=[O:16])([C:3]1[C:2]([NH2:1])=[CH:11][CH:10]=[CH:9][CH:4]=1)=[O:15] |f:2.3,4.5,6.7|. Procedure: The diazotisation product prepared according to the instructions of Example 3 from 36.5 parts of 2-amino-1-sulpho-5-aminomethyl-naphthalene is mixed with a neutral solution of 46 parts of 1-hydroxy-8-amino-3,6-disulphonaphthalene. To accelerate the coupling, the mixture is buffered to pH 2 by adding sodium acetate solution. The acid coupling is complete after stirring for several hours. The dyestuff solution is neutralised with sodium hydroxide solution. 40 parts of sodium bicarbonate and a litt...